Dataset: the Open Reaction Database (ORD), a public repository of structured organic reaction records. Task: describe an organic reaction: reactants, conditions, products, and yield Starting materials: ClC=1C=C(C(=O)OO)C=CC1 (3-Chloroperoxybenzoic acid), C(CCC)C=1N(C2=C(C=NC=3C=CC=NC23)N1)CCCC(C)=O (5-(2-butyl-1H-imidazo[4,5-c][1,5]naphthyridin-1-yl)pentan-2-one), [OH-].[NH4+] (Ammonium hydroxide), C1(=CC=C(C=C1)S(=O)(=O)Cl)C (p-toluenesulfonyl chloride). The solvent is C(Cl)(Cl)Cl (chloroform). Reaction conditions: time 1 hour. Yields the product NC1=NC=2C=CC=NC2C2=C1N=C(N2CCCC(C)=O)CCCC (5-(4-amino-2-butyl-1H-imidazo[4,5-c][1,5]naphthyridin-1-yl)pentan-2-one). RXN SMILES: ClC1C=C(C=CC=1)C(OO)=O.[CH2:12]([C:16]1[N:17]([CH2:29][CH2:30][CH2:31][C:32](=[O:34])[CH3:33])[C:18]2[C:27]3[N:26]=[CH:25][CH:24]=[CH:23][C:22]=3[N:21]=[CH:20][C:19]=2[N:28]=1)[CH2:13][CH2:14][CH3:15].[OH-].[NH4+:36].C1(C)C=CC(S(Cl)(=O)=O)=CC=1>C(Cl)(Cl)Cl>[NH2:36][C:20]1[C:19]2[N:28]=[C:16]([CH2:12][CH2:13][CH2:14][CH3:15])[N:17]([CH2:29][CH2:30][CH2:31][C:32](=[O:34])[CH3:33])[C:18]=2[C:27]2[N:26]=[CH:25][CH:24]=[CH:23][C:22]=2[N:21]=1 |f:2.3|. Reported procedure: 3-Chloroperoxybenzoic acid (70% pure, 5.46 g, 22.16 mmol) (mCPBA) was added to a solution of 5-(2-butyl-1H-imidazo[4,5-c][1,5]naphthyridin-1-yl)pentan-2-one (3.44 g, 11.08 mmol, 1 eq) in chloroform (45 mL), and the reaction was stirred for one hour at ambient temperature and then cooled to 5° C. Ammonium hydroxide (10 mL) and p-toluenesulfonyl chloride (2.32 g, 12.19 mmol, 1.1 eq) were sequentially added and the reaction mixture was stirred at 5-10° C. for 1 hour, filtered, and then diluted with... The reactants are [H-].[Na+] (Sodium hydride), CN1CCN(CC1)CCO (2-(4-methylpiperazin-1-yl)ethanol), [Cl-].[Na+] (sodium chloride), ClC1=CC(=NC=C1)N (4-Chloropyridin-2-amine). Run in C1CCOC1 (THF), COCCOCCOC (diglyme), COCCOCCOC (diglyme), O (water). Reaction conditions: temperature 40 celsius, time 1 hour. Product: CN1CCN(CC1)CCOC1=CC(=NC=C1)N (4-(2-(4-Methylpiperazin-1-yl)ethoxy)pyridin-2-amine). Yield: 78.0%. As a reaction SMILES: [H-].[Na+].[CH3:3][N:4]1[CH2:9][CH2:8][N:7]([CH2:10][CH2:11][OH:12])[CH2:6][CH2:5]1.Cl[C:14]1[CH:19]=[CH:18][N:17]=[C:16]([NH2:20])[CH:15]=1.[Cl-].[Na+]>COCCOCCOC.O.C1COCC1>[CH3:3][N:4]1[CH2:9][CH2:8][N:7]([CH2:10][CH2:11][O:12][C:14]2[CH:19]=[CH:18][N:17]=[C:16]([NH2:20])[CH:15]=2)[CH2:6][CH2:5]1 |f:0.1,4.5|. Procedure: Sodium hydride (60% in mineral oil; 43.56 g; 1089 mmol) was added to a 3 L reaction flask under nitrogen. A mechanical stirrer and thermocouple was attached. Dry diglyme (400 mL) was added. A solution of 2-(4-methylpiperazin-1-yl)ethanol (157 g; 1089 mmol) in diglyme (450 mL) was added slowly with stirring. The mixture was stirred with warming to 40° C. for 1 hour. 4-Chloropyridin-2-amine (70.0 g; 544.5 mmol) was added as a solid. The mixture was heated to 80° C. with stirring until effervescenc... The reactants are Cc1ccc(-c2cc(C)n(CCO[Si](C)(C)C(C)(C)C)n2)cc1[N+](=O)[O-], CCO, [Pd]. The product is Cc1ccc(-c2cc(C)n(CCO[Si](C)(C)C(C)(C)C)n2)cc1N. Reaction SMILES: [C:1]([CH3:2])([CH3:3])([CH3:4])[Si:5]([O:6][CH2:7][CH2:8][n:9]1[n:10][c:11](-[c:15]2[cH:16][c:17]([N+:22]([O-:23])=[O:24])[c:18]([CH3:21])[cH:19][cH:20]2)[cH:12][c:13]1[CH3:14])([CH3:25])[CH3:26].[CH3:27][CH2:28][OH:29].[Pd:30]>>[C:1]([CH3:2])([CH3:3])([CH3:4])[Si:5]([O:6][CH2:7][CH2:8][n:9]1[n:10][c:11](-[c:15]2[cH:16][c:17]([NH2:22])[c:18]([CH3:21])[cH:19][cH:20]2)[cH:12][c:13]1[CH3:14])([CH3:25])[CH3:26]. Reaction SMILES: [C:1]1(=[O:15])[C:14]2[CH:13]=[CH:12][C:11]3[C:6](=[CH:7][CH:8]=[CH:9][CH:10]=3)[C:5]=2[CH2:4][CH2:3][CH2:2]1.[CH2:16]([CH2:23][NH2:24])[C:17]1[CH:22]=[CH:21][CH:20]=[CH:19][CH:18]=1.[CH2:25]=O.[ClH:27]>C(O)C>[ClH:27].[CH2:16]([CH2:23][NH:24][CH2:25][CH:2]1[CH2:3][CH2:4][C:5]2[C:6]3[C:11](=[CH:10][CH:9]=[CH:8][CH:7]=3)[CH:12]=[CH:13][C:14]=2[C:1]1=[O:15])[C:17]1[CH:22]=[CH:21][CH:20]=[CH:19][CH:18]=1 |f:5.6|. Starting materials: C1(CCCC=2C3=CC=CC=C3C=CC12)=O (3,4-dihydro-2H-phenanthren-1-one), C(C1=CC=CC=C1)CN (benzylmethylamine), C=O (paraformaldehyde), Cl (hydrochloric acid). Yields the product Cl.C(C1=CC=CC=C1)CNCC1C(C=2C=CC3=CC=CC=C3C2CC1)=O (2-(N-Benzylmethylamino)methyl-3,4-dihydro-2H-phenanthren-1-one hydrochloride). Run in C(C)O (ethyl alcohol). Procedure: A mixture of 3,4-dihydro-2H-phenanthren-1-one (3.09 g), benzylmethylamine (2.51 g), paraformaldehyde (0.8 g), hydrochloric acid (5 M, 4.76 cm3) and ethyl alcohol (60 cm3) was heated to reflux for 48 h. It was then allowed to cool to room temperature and the alcohol was removed under reduced pressure. Water (100 cm3) was added and the remaining phenanthren-1-one was extracted into diethyl ether (2×100 cm3). The aqueous layer was further extracted with dichloromethane (2×100 cm3) and the combined ... The reactants are COC(C=C1CCN(CC1)C(=O)OC(C)(C)C)=O (tert-Butyl 4-(2-methoxy-2-oxoethylidene)piperidine-1-carboxylate), O (water). The reagents and catalysts are [Pd] (Pd/C). Solvent: CO (MeOH). Reaction conditions: time 4 hour. Product: COC(CC1CCN(CC1)C(=O)OC(C)(C)C)=O (tert-butyl 4-(2-methoxy-2-oxoethyl)piperidine-1-carboxylate). Isolated yield 99.9%. RXN SMILES: [CH3:1][O:2][C:3](=[O:18])[CH:4]=[C:5]1[CH2:10][CH2:9][N:8]([C:11]([O:13][C:14]([CH3:17])([CH3:16])[CH3:15])=[O:12])[CH2:7][CH2:6]1.O>CO.[Pd]>[CH3:1][O:2][C:3](=[O:18])[CH2:4][CH:5]1[CH2:6][CH2:7][N:8]([C:11]([O:13][C:14]([CH3:16])([CH3:15])[CH3:17])=[O:12])[CH2:9][CH2:10]1. Procedure: tert-Butyl 4-(2-methoxy-2-oxoethylidene)piperidine-1-carboxylate (3.6 g, 14 mmol) and 10% Pd/C moistered with water (0.8 g) was mixed in MeOH (75 mL) and stirred under H2 (1 atm) for 4 h. The mixture was filtered through Celite and concentrated to give the title compound (3.6 g, 99%). Starting materials: CSC1=CC=C(C=C1)C#CC1=CC=CC=C1 (l-(methylthio)-4-(phenylethynyl)benzene), Zn(Cu), ClC(C(=O)Cl)(Cl)Cl (trichloroacetyl chloride), 3h. The solvent is CCOCC (ether). Run at time 18 hour. The product is ClC1(C(=C(C1=O)C1=CC=CC=C1)C1=CC=C(C=C1)SC)Cl (4,4-Dichloro-3-(4-methylthiophenyl)-2-phenyl-2-cyclobuten-1-one). RXN SMILES: [CH3:1][S:2][C:3]1[CH:8]=[CH:7][C:6]([C:9]#[C:10][C:11]2[CH:16]=[CH:15][CH:14]=[CH:13][CH:12]=2)=[CH:5][CH:4]=1.[Cl:17][C:18](Cl)([Cl:22])[C:19](Cl)=[O:20]>CCOCC>[Cl:17][C:18]1([Cl:22])[C:19](=[O:20])[C:10]([C:11]2[CH:16]=[CH:15][CH:14]=[CH:13][CH:12]=2)=[C:9]1[C:6]1[CH:7]=[CH:8][C:3]([S:2][CH3:1])=[CH:4][CH:5]=1. Procedure details: To a suspension of l-(methylthio)-4-(phenylethynyl)benzene (method 6, 20 g) and Zn(Cu) couple (17.3 g) in anhydrous ether (450 mL) at 15° C. was added trichloroacetyl chloride (32.4 g) dropwise (over 3h). Internal temperature was maintained between 13°-16° C. during addition. The mixture was stirred at r.t. for 18 hr, filtered through a pad of celite®, washed with a saturated NH4Cl sol., saturated NaCHO3 sol., brine, dried (MgSO4) and the solvents evaporated. The resulting residue was first puri... Reactants: C(C1=CC=CC=C1)OC1=CC(=C(C(=O)OC)C=C1)OCC(C)C (methyl 4-(benzyloxy)-2-isobutoxybenzoate), Cl (hydrochloric acid), C(C)(=O)Cl (acetyl chloride), [H][H] (hydrogen), Cl (hydrochloric acid). Reagents/catalysts: [C].[Pd] (palladium-carbon). Run in C(C)(=O)OCC (ethyl acetate), C(C)O (ethanol), C(C)N(CC)CC (triethylamine), C(C)(=O)OCC (ethyl acetate), O (water), O (water), C(Cl)(Cl)Cl (chloroform). Conditions: temperature 50 celsius, time 1 hour. The product is C(C)(=O)OC1=CC(=C(C(=O)O)C=C1)OCC(C)C (4-acetyloxy-2-isobutoxybenzoic acid). Reaction SMILES: [CH2:1]([O:8][C:9]1[CH:18]=[CH:17][C:12]([C:13]([O:15]C)=[O:14])=[C:11]([O:19][CH2:20][CH:21]([CH3:23])[CH3:22])[CH:10]=1)[C:2]1C=CC=CC=1.[H][H].Cl.C(Cl)(=[O:29])C>C(OCC)(=O)C.C(O)C.[C].[Pd].O.C(N(CC)CC)C.C(Cl)(Cl)Cl>[C:1]([O:8][C:9]1[CH:18]=[CH:17][C:12]([C:13]([OH:15])=[O:14])=[C:11]([O:19][CH2:20][CH:21]([CH3:23])[CH3:22])[CH:10]=1)(=[O:29])[CH3:2] |f:6.7|. Procedure: In a mixture of 15 ml of ethyl acetate and 15 ml of ethanol is dissolved 5.00 g of methyl 4-(benzyloxy)-2-isobutoxybenzoate, to which is added 1.0 g of 5% palladium-carbon. The mixture thus obtained is stirred at ambient temperature for 3 hours in a stream of hydrogen. The reaction mixture is filtered with Celite, and the solvent is distilled off therefrom under reduced pressure. Then, 19 ml of 5 mol/L solution of sodium hydroxide is added to a solution of the residue obtained above in 35 ml of ... The reactants are COC=1C=C2C(=C(NC2=CC1)C(=O)N(C)OC)[N+](=O)[O-] (5-Methoxy-2-(N-methoxy-N-methylamino)carbonyl-3-nitroindole), [Cl-].[NH4+] (ammonium chloride), C(C)(=O)OCC (ethyl acetate). Reagents/catalysts: [Fe] (iron). The solvent is hexanes, C(C)O (ethanol). Yields the product NC1=C(NC2=CC=C(C=C12)OC)C(=O)N(C)OC (3-Amino-5-methoxy-2-[(N-methoxy-N-methylamino)carbonyl]indole). Reaction SMILES: [CH3:1][O:2][C:3]1[CH:4]=[C:5]2[C:9](=[CH:10][CH:11]=1)[NH:8][C:7]([C:12]([N:14]([O:16][CH3:17])[CH3:15])=[O:13])=[C:6]2[N+:18]([O-])=O.[Cl-].[NH4+].C(OCC)(=O)C>C(O)C.[Fe]>[NH2:18][C:6]1[C:5]2[C:9](=[CH:10][CH:11]=[C:3]([O:2][CH3:1])[CH:4]=2)[NH:8][C:7]=1[C:12]([N:14]([O:16][CH3:17])[CH3:15])=[O:13] |f:1.2|. Procedure: A mixture of 5-methoxy-2-(N-methoxy-N-methylamino)carbonyl-3-nitroindole (step 2, 110 mg, 0.39 mmol), ammonium chloride (11 mg, 0.20 mmol) and iron powder (115 mg, 1.97 mmol) in 70% aqueous ethanol (10 ml) was heated at reflux for 2 h, and then cooled and filtered through a pad of Celite. The pad was washed copiously with a mixture of ethanol/ethyl acetate (1:1 v/v) and the combined washing evaporated. The residue was diluted with ethyl acetate (50 ml), washed with saturated aqueous sodim bicarb... Reactants: COC1=C2[C@@H]3CC[C@H]4C(CCC[C@@]4([C@H]3CS(C2=CC(=C1)C(=O)[O-])(=O)=O)C)(C)C ((1R,10S,11S,16S)-3-methoxy-11,15,15-trimethyl-8,8-dioxo-8λ6-thiatetracyclo[8.8.0.02,7.011,16]octadeca-2,4,6-triene-5-carboxylate), O[Li].O (LiOH.H2O), C1CCOC1 (THF). The solvent is O (water). Reaction conditions: time 18 hour. Yields the product COC1=C2[C@@]3(CC[C@H]4C(CCC[C@@]4([C@H]3CS(C2=CC(=C1)C(=O)O)(=O)=O)C)(C)C)C ((1R,10R,11S,16S)-3-methoxy-1,11,15,15-tetramethyl-8,8-dioxo-8λ6-thiatetracyclo[8.8.0.02,7.011,16]octadeca-2,4,6-triene-5-carboxylic acid). Yield: 98.0%. RXN SMILES: [CH3:1][O:2][C:3]1[CH:20]=[C:19]([C:21]([O-:23])=[O:22])[CH:18]=[C:17]2[C:4]=1[C@H:5]1[C@H:14]([CH2:15][S:16]2(=[O:25])=[O:24])[C@:13]2([CH3:26])[C@H:8]([C:9]([CH3:28])([CH3:27])[CH2:10][CH2:11][CH2:12]2)[CH2:7][CH2:6]1.O[Li].O.[CH2:32]1COCC1>O>[CH3:1][O:2][C:3]1[CH:20]=[C:19]([C:21]([OH:23])=[O:22])[CH:18]=[C:17]2[C:4]=1[C@@:5]1([CH3:32])[C@H:14]([CH2:15][S:16]2(=[O:25])=[O:24])[C@:13]2([CH3:26])[C@H:8]([C:9]([CH3:28])([CH3:27])[CH2:10][CH2:11][CH2:12]2)[CH2:7][CH2:6]1 |f:1.2|. Procedure: A mixture of (1R,10S,11S,16S)-3-methoxy-11,15,15-trimethyl-8,8-dioxo-8λ6-thiatetracyclo[8.8.0.02,7.011,16]octadeca-2,4,6-triene-5-carboxylate (59) (0.29 g, 0.66 mmol) and LiOH.H2O (0.08 g, 3.3 mmol) in THF (15 mL) and water (5.0 mL) was stirred at room temperature for 18 h. The mixture was concentrated under reduced pressure and the residue was acidified with 1 M HCl. The resulting solid was collected by filtration to give (1R,10R,11S,16S)-3-methoxy-1,11,15,15-tetramethyl-8,8-dioxo-8λ6-thiatetra... Starting materials: COCCCn1cncc1C(C)(C)C, CC(C)(C)OC(=O)N1CCCC(=O)C1, C1CCOC1, [Li]CCCC. The product is COCCCn1c(C(C)(C)C)cnc1C1(O)CCCN(C(=O)OC(C)(C)C)C1. RXN SMILES: [C:1]([CH3:2])([CH3:3])([CH3:4])[c:5]1[cH:6][n:7][cH:8][n:9]1[CH2:10][CH2:11][CH2:12][O:13][CH3:14].[C:20](=[O:21])([O:22][C:23]([CH3:24])([CH3:25])[CH3:26])[N:27]1[CH2:28][C:29](=[O:33])[CH2:30][CH2:31][CH2:32]1.[CH2:34]1[O:35][CH2:36][CH2:37][CH2:38]1.[CH3:15][CH2:16][CH2:17][CH2:18][Li:19]>>[C:1]([CH3:2])([CH3:3])([CH3:4])[c:5]1[cH:6][n:7][c:8]([C:29]2([OH:33])[CH2:28][N:27]([C:20](=[O:21])[O:22][C:23]([CH3:24])([CH3:25])[CH3:26])[CH2:32][CH2:31][CH2:30]2)[n:9]1[CH2:10][CH2:11][CH2:12][O:13][CH3:14].